From a dataset of the Open Reaction Database (ORD), a public repository of structured organic reaction records. describe an organic reaction: reactants, conditions, products, and yield Reactants: C(C)(=O)OC=1C(C(=O)O)=CC=CC1 (Acetyl salicylic acid), S(=O)(Cl)Cl (thionyl chloride). Conditions: temperature 80 celsius. Product: C(C)(=O)OC=1C(C(=O)Cl)=CC=CC1 (acetyl salicyloyl chloride). RXN SMILES: [C:1]([O:4][C:5]1[C:6](=[CH:10][CH:11]=[CH:12][CH:13]=1)[C:7](O)=[O:8])(=[O:3])[CH3:2].S(Cl)([Cl:16])=O>>[C:1]([O:4][C:5]1[C:6](=[CH:10][CH:11]=[CH:12][CH:13]=1)[C:7]([Cl:16])=[O:8])(=[O:3])[CH3:2]. Procedure: Acetyl salicylic acid (1.0 g) was mixed with thionyl chloride (1.0 mL) and mixture was heated in a 50 mL round bottom flask under nitrogen at 80° C. for 1 hour. The excess thionyl chloride was removed by distillation, dried in high vacuum to get acetyl salicyloyl chloride as a viscous liquid, ˜1.1 g. Used for next step with out further purification. Curcumin (0.50 g) was taken in 10 mL of DMF in a 50 mL round bottom flask under nitrogen and pyridine was added. Acetyl salicyloyl chloride (˜1.1 g)... The reactants are O1CCCC1 (tetrahydrofuran), C(=O)C=1C=C(NC1)C(=O)OC (methyl 4-formylpyrrole-2-carboxylate), O1CCCC1 (tetrahydrofuran), [Br-].C(CCCCCCCCCCC)[P+](C1=CC=CC=C1)(C1=CC=CC=C1)C1=CC=CC=C1 (dodecyltriphenylphosphonium bromide), solution, C(CCC)[Li] (n-butyllithium). The solvent is O (water), C(C)O (ethanol), CCCCCC (hexane). Run at time 30 minute. Product: C(=C\CCCCCCCCCCC)/C=1C=C(NC1)C(=O)OC (methyl 4-(1-trans-tridecenyl)pyrrole-2-carboxylate). Isolated yield 13.6%. As a reaction SMILES: O1CCCC1.[Br-].[CH2:7]([P+](C1C=CC=CC=1)(C1C=CC=CC=1)C1C=CC=CC=1)[CH2:8][CH2:9][CH2:10][CH2:11][CH2:12][CH2:13][CH2:14][CH2:15][CH2:16][CH2:17][CH3:18].C([Li])CCC.[CH:43]([C:45]1[CH:46]=[C:47]([C:50]([O:52][CH3:53])=[O:51])[NH:48][CH:49]=1)=O>CCCCCC.O.C(O)C>[CH:43](/[C:45]1[CH:46]=[C:47]([C:50]([O:52][CH3:53])=[O:51])[NH:48][CH:49]=1)=[CH:18]\[CH2:17][CH2:16][CH2:15][CH2:14][CH2:13][CH2:12][CH2:11][CH2:10][CH2:9][CH2:8][CH3:7] |f:1.2|. Procedure: To a tetrahydrofuran suspension (200 ml) of 32 g (62.7 mmol) of dodecyltriphenylphosphonium bromide was added dropwise 40 ml of a ca. 15% solution of n-butyllithium in hexane under ice-cooling. After stirring the reaction mixture for 30 minutes, the temperature was dropped to -78° C. A tetrahydrofuran solution (100 ml) of 4.8 g (31.4 mmol) of methyl 4-formylpyrrole-2-carboxylate was then added dropwise. After stirring for 1 hour, 190 of ethanol was further added thereto dropwise. The reaction mi... Reactants: CC(=O)C (acetone), P(=O)(Cl)(Cl)Cl (phosphorous oxychloride), COCCOC1=C(C=C(C=C1)[N+](=O)[O-])S(=O)(=O)[O-].[Na+] (sodium 2-(2-methoxyethoxy)-5-nitrobenzenesulfonate), ice water. Run in CC(=O)N(C)C (dimethylacetamide). The product is COCCOC1=C(C=C(C=C1)[N+](=O)[O-])S(=O)(=O)Cl (2-(2-Methoxyethoxy)-5-nitrobenzenesulfonyl chloride). Reaction SMILES: [CH3:1][O:2][CH2:3][CH2:4][O:5][C:6]1[CH:11]=[CH:10][C:9]([N+:12]([O-:14])=[O:13])=[CH:8][C:7]=1[S:15]([O-:18])(=O)=[O:16].[Na+].CC(C)=O.P(Cl)(Cl)([Cl:26])=O>CC(N(C)C)=O>[CH3:1][O:2][CH2:3][CH2:4][O:5][C:6]1[CH:11]=[CH:10][C:9]([N+:12]([O-:14])=[O:13])=[CH:8][C:7]=1[S:15]([Cl:26])(=[O:18])=[O:16] |f:0.1|. Procedure: 59 g of sodium 2-(2-methoxyethoxy)-5-nitrobenzenesulfonate prepared as described in Synthesis Example 1 was added to a mixture of 200 ml of acetone and 75 ml of phosphorous oxychloride and 75 ml of dimethylacetamide was added dropwise to the mixture with stirring while the reaction mixture was maintained at 30° to 40° C. After completion of the dropwise addition, the reaction mixture was allowed to stand while stirring until it cooled to room temperature. The reaction mixture was then poured int... Reactants: CO, CC(C)NC(=O)CCC(=O)c1ccccc1, Cl, NNC(N)=S, O. Product: CC(C)NC(=O)CCC(=NNC(N)=S)c1ccccc1. RXN SMILES: [CH3:24][OH:25].[CH3:6][CH:7]([CH3:8])[NH:9][C:10]([CH2:11][CH2:12][C:13]([c:14]1[cH:15][cH:16][cH:17][cH:18][cH:19]1)=[O:20])=[O:21].[ClH:22].[NH2:1][NH:2][C:3](=[S:4])[NH2:5].[OH2:23]>>[N:1]([NH:2][C:3](=[S:4])[NH2:5])=[C:13]([CH2:12][CH2:11][C:10]([NH:9][CH:7]([CH3:6])[CH3:8])=[O:21])[c:14]1[cH:15][cH:16][cH:17][cH:18][cH:19]1. Starting materials: Cn1c(CN2CCC(C(C)(C)O)CC2)nc2c(N3CCOCC3)nc(Cl)nc21, OCCc1nc2ccccc2[nH]1. Yields the product Cn1c(CN2CCC(C(C)(C)O)CC2)nc2c(N3CCOCC3)nc(-n3c(CCO)nc4ccccc43)nc21. As a reaction SMILES: [Cl:1][c:2]1[n:3][c:4]([N:23]2[CH2:24][CH2:25][O:26][CH2:27][CH2:28]2)[c:5]2[n:6][c:7]([CH2:12][N:13]3[CH2:14][CH2:15][CH:16]([C:19]([CH3:20])([CH3:21])[OH:22])[CH2:17][CH2:18]3)[n:8]([CH3:11])[c:9]2[n:10]1.[nH:29]1[c:30]([CH2:38][CH2:39][OH:40])[n:31][c:32]2[c:33]1[cH:34][cH:35][cH:36][cH:37]2>>[c:2]1(-[n:29]2[c:30]([CH2:38][CH2:39][OH:40])[n:31][c:32]3[c:33]2[cH:34][cH:35][cH:36][cH:37]3)[n:3][c:4]([N:23]2[CH2:24][CH2:25][O:26][CH2:27][CH2:28]2)[c:5]2[n:6][c:7]([CH2:12][N:13]3[CH2:14][CH2:15][CH:16]([C:19]([CH3:20])([CH3:21])[OH:22])[CH2:17][CH2:18]3)[n:8]([CH3:11])[c:9]2[n:10]1. Reaction SMILES: [CH3:26][CH2:27][OH:28].[N+:9]([O-:10])(=[O:11])[c:12]1[cH:13][c:14]([CH2:15][S:16][CH2:17][CH3:18])[cH:19][cH:20][c:21]1[NH2:22].[NH4+:29].[Na+:24].[Na+:7].[Na+:8].[OH-:23].[OH-:30].[OH2:25].[S:1]([S:2]([O-:3])=[O:4])([O-:5])=[O:6]>>[NH2:9][c:12]1[cH:13][c:14]([CH2:15][S:16][CH2:17][CH3:18])[cH:19][cH:20][c:21]1[NH2:22]. Yields the product CCSCc1ccc(N)c(N)c1. Reactants: CCO, CCSCc1ccc(N)c([N+](=O)[O-])c1, [NH4+], [Na+], [Na+], [Na+], [OH-], [OH-], O, O=S([O-])S(=O)[O-].